Dataset: the Open Reaction Database (ORD), a public repository of structured organic reaction records. Task: describe an organic reaction: reactants, conditions, products, and yield Starting materials: COC(=O)C1(CCCCBr)Sc2cc(OC)ccc2OCC1=O, O=C([O-])[O-], CC#N, [I-], [K+], [K+], [K+], c1ccc(N2CCNCC2)cc1. The product is COC(=O)C1(CCCCN2CCN(c3ccccc3)CC2)Sc2cc(OC)ccc2OCC1=O. As a reaction SMILES: [Br:1][CH2:2][CH2:3][CH2:4][CH2:5][C:6]1([C:20](=[O:21])[O:22][CH3:23])[C:7](=[O:19])[CH2:8][O:9][c:10]2[c:11]([cH:13][c:14]([O:17][CH3:18])[cH:15][cH:16]2)[S:12]1.[C:38](=[O:39])([O-:40])[O-:41].[CH3:44][C:45]#[N:46].[I-:37].[K+:36].[K+:42].[K+:43].[c:24]1([N:30]2[CH2:31][CH2:32][NH:33][CH2:34][CH2:35]2)[cH:25][cH:26][cH:27][cH:28][cH:29]1>>[CH2:2]([CH2:3][CH2:4][CH2:5][C:6]1([C:20](=[O:21])[O:22][CH3:23])[C:7](=[O:19])[CH2:8][O:9][c:10]2[c:11]([cH:13][c:14]([O:17][CH3:18])[cH:15][cH:16]2)[S:12]1)[N:33]1[CH2:32][CH2:31][N:30]([c:24]2[cH:25][cH:26][cH:27][cH:28][cH:29]2)[CH2:35][CH2:34]1. Reactants: CN(C=O)C (N,N-dimethylformamide), CN(C(CCN1N=C(C2=CC=CC=C12)N)C)C (1-(3-dimethylaminobutyl)-3-aminoindazole), BrCCCN(CC)CC (3-bromopropyldiethylamine), C([O-])([O-])=O.[K+].[K+] (potassium carbonate). Run in C(Cl)(Cl)Cl (chloroform), O (water). Run at temperature 80 celsius, time 12 hour. The product is CN(C(CCN1N=C(C2=CC=CC=C12)NCCCN(CC)CC)C)C (1-(3-dimethylaminobutyl)-3-(3-diethylaminopropylamino)indazole). Isolated yield 55.4%. As a reaction SMILES: CN(C)C=O.[CH3:6][N:7]([CH3:22])[CH:8]([CH3:21])[CH2:9][CH2:10][N:11]1[C:19]2[C:14](=[CH:15][CH:16]=[CH:17][CH:18]=2)[C:13]([NH2:20])=[N:12]1.Br[CH2:24][CH2:25][CH2:26][N:27]([CH2:30][CH3:31])[CH2:28][CH3:29].C(=O)([O-])[O-].[K+].[K+]>C(Cl)(Cl)Cl.O>[CH3:22][N:7]([CH3:6])[CH:8]([CH3:21])[CH2:9][CH2:10][N:11]1[C:19]2[C:14](=[CH:15][CH:16]=[CH:17][CH:18]=2)[C:13]([NH:20][CH2:24][CH2:25][CH2:26][N:27]([CH2:30][CH3:31])[CH2:28][CH3:29])=[N:12]1 |f:3.4.5|. Reported procedure: To 60 ml of anhydrous N,N-dimethylformamide were added 7.50 g of the 1-(3-dimethylaminobutyl)-3-aminoindazole, 8.98 g of 3-bromopropyldiethylamine hydr bromide and 7.89 g of anhydrous potassium carbonate, and the mixture was stirred for 12 hours at 80° C. After cooling, the mixture was added with 80 ml of water and extracted with diethyl ether. The diethyl ether layer was extracted three times with 2N hydrochloric acid, and the hydrochlor.ic acid layer was washed with diethyl ether. The pH of th... The reactants are BrC1=CSC=C1 (3-bromothiophene), C(C)(=O)C1=C(N=C(O1)CC)C (5-acetyl-2-ethyl-4-methyloxazole). Product: C(C)C=1OC(=C(N1)C)C(C)(O)C1=CSC=C1 (1-(2-Ethyl-4-methyl-5-oxazolyl)-1-(3-thienyl)ethanol). Reaction SMILES: Br[C:2]1[CH:6]=[CH:5][S:4][CH:3]=1.[C:7]([C:10]1[O:14][C:13]([CH2:15][CH3:16])=[N:12][C:11]=1[CH3:17])(=[O:9])[CH3:8]>>[CH2:15]([C:13]1[O:14][C:10]([C:7]([C:2]2[CH:6]=[CH:5][S:4][CH:3]=2)([OH:9])[CH3:8])=[C:11]([CH3:17])[N:12]=1)[CH3:16]. Procedure: Starting with 3-bromothiophene and 5-acetyl-2-ethyl-4-methyloxazole and following the general method of Example 4 the title compound was prepared. M.p. 77.5°-79° C. Starting materials: CC(C#N)CCCCn1c(=O)c2[nH]c(CNC(=O)OC(C)(C)C)nc2n(C)c1=O, ClCCl, O=C(O)C(F)(F)F. Product: CC(C#N)CCCCn1c(=O)c2[nH]c(CN)nc2n(C)c1=O. As a reaction SMILES: [C:8](#[N:9])[CH:10]([CH2:11][CH2:12][CH2:13][CH2:14][n:15]1[c:16](=[O:17])[n:18]([CH3:35])[c:19]2[n:20][c:21]([CH2:26][NH:27][C:28]([O:29][C:30]([CH3:31])([CH3:32])[CH3:33])=[O:34])[nH:22][c:23]2[c:24]1=[O:25])[CH3:36].[Cl:37][CH2:38][Cl:39].[OH:1][C:2]([C:3]([F:4])([F:5])[F:6])=[O:7]>>[C:8](#[N:9])[CH:10]([CH2:11][CH2:12][CH2:13][CH2:14][n:15]1[c:16](=[O:17])[n:18]([CH3:35])[c:19]2[n:20][c:21]([CH2:26][NH2:27])[nH:22][c:23]2[c:24]1=[O:25])[CH3:36]. Reactants: ClC=1C=C(C=C(C1F)Cl)C(/C=C/C=1C=C2CCC(C2=CC1)=O)C(F)(F)F ((E)-5-(3-(3,5-dichloro-4-fluorophenyl)-4,4,4-trifluorobut-1-enyl)-2,3-dihydro-1H-inden-1-one), FC(CCN)(F)F (trifluoropropyl amine), [BH3-]C#N.[Na+] (NaBH3CN). Run in ClCCCl (DCE), ClCCCl (DCE). Conditions: time 16 hour. The product is ClC=1C=C(C=C(C1F)Cl)C(/C=C/C=1C=C2CCC(C2=CC1)NCCC(F)(F)F)C(F)(F)F ((E)-5-(3-(3,5-Dichloro-4-fluorophenyl)-4,4,4-trifluorobut-1-en-1-yl)-N-(3,3,3-trifluoropropyl)-2,3-dihydro-1H-inden-1-amine), material. Isolated yield 24.0%. Reaction SMILES: [Cl:1][C:2]1[CH:3]=[C:4]([CH:10]([C:23]([F:26])([F:25])[F:24])/[CH:11]=[CH:12]/[C:13]2[CH:14]=[C:15]3[C:19](=[CH:20][CH:21]=2)[C:18](=O)[CH2:17][CH2:16]3)[CH:5]=[C:6]([Cl:9])[C:7]=1[F:8].[F:27][C:28]([F:33])([F:32])[CH2:29][CH2:30][NH2:31].[BH3-]C#N.[Na+]>ClCCCl>[Cl:1][C:2]1[CH:3]=[C:4]([CH:10]([C:23]([F:26])([F:25])[F:24])/[CH:11]=[CH:12]/[C:13]2[CH:14]=[C:15]3[C:19](=[CH:20][CH:21]=2)[CH:18]([NH:31][CH2:30][CH2:29][C:28]([F:33])([F:32])[F:27])[CH2:17][CH2:16]3)[CH:5]=[C:6]([Cl:9])[C:7]=1[F:8] |f:2.3|. Procedure details: To a stirred solution of (E)-5-(3-(3,5-dichloro-4-fluorophenyl)-4,4,4-trifluorobut-1-enyl)-2,3-dihydro-1H-inden-1-one (0.15 g, 0.35 mmol) in DCE (10 mL), was added trifluoropropyl amine (0.048 g, 0.42 mmol) and NaBH3CN (0.055 g, 0.875 mmol) in cooling and the reaction mixture was stirred at room temperature for 16 h. The reaction mixture was diluted with DCE, was washed with water and brine and dried over anhydrous Na2SO4. Concentration under reduced pressure gave the crude compound, which was p...